This data is from the Open Reaction Database (ORD), a public repository of structured organic reaction records. The task is: describe an organic reaction: reactants, conditions, products, and yield Starting materials: C(C1=CC=CC=C1)OC=1C(=NC(=NC1C)CC1CCN(CC1)C1=CC=C(C=C1)Br)C(=O)OC(C)(C)C (tert-butyl 5-(benzyloxy)-2-{[1-(4-bromophenyl)piperidin-4-yl]methyl}-6-methylpyrimidine-4-carboxylate), BrC1=C(C=C(CO[Si](C)(C)C(C)(C)C)C=C1)F ([(4-bromo-3-fluorobenzyl)oxy](tert-butyl)dimethylsilane). The product is C(C1=CC=CC=C1)OC=1C(=NC(=NC1C)CC1CCN(CC1)C1=CC=C(C=C1)C1=C(C=C(C=C1)CO[Si](C)(C)C(C)(C)C)F)C(=O)OC(C)(C)C (tert-Butyl 5-(benzyloxy)-2-{(1-[4′-({[tert-butyl(dimethyl)silyl]oxy}methyl)-2′-fluorobiphenyl-4-yl]piperidin-4-yl}methyl)-6-methylpyrimidine-4-carboxylate). The yield is 16.0%. RXN SMILES: [CH2:1]([O:8][C:9]1[C:10]([C:30]([O:32][C:33]([CH3:36])([CH3:35])[CH3:34])=[O:31])=[N:11][C:12]([CH2:16][CH:17]2[CH2:22][CH2:21][N:20]([C:23]3[CH:28]=[CH:27][C:26](Br)=[CH:25][CH:24]=3)[CH2:19][CH2:18]2)=[N:13][C:14]=1[CH3:15])[C:2]1[CH:7]=[CH:6][CH:5]=[CH:4][CH:3]=1.Br[C:38]1[CH:52]=[CH:51][C:41]([CH2:42][O:43][Si:44]([C:47]([CH3:50])([CH3:49])[CH3:48])([CH3:46])[CH3:45])=[CH:40][C:39]=1[F:53]>>[CH2:1]([O:8][C:9]1[C:10]([C:30]([O:32][C:33]([CH3:36])([CH3:35])[CH3:34])=[O:31])=[N:11][C:12]([CH2:16][CH:17]2[CH2:22][CH2:21][N:20]([C:23]3[CH:28]=[CH:27][C:26]([C:38]4[CH:52]=[CH:51][C:41]([CH2:42][O:43][Si:44]([C:47]([CH3:49])([CH3:48])[CH3:50])([CH3:45])[CH3:46])=[CH:40][C:39]=4[F:53])=[CH:25][CH:24]=3)[CH2:19][CH2:18]2)=[N:13][C:14]=1[CH3:15])[C:2]1[CH:7]=[CH:6][CH:5]=[CH:4][CH:3]=1. Reported procedure: In accordance with Example 19-(2), but using tert-butyl 5-(benzyloxy)-2-{[1-(4-bromophenyl)piperidin-4-yl]methyl}-6-methylpyrimidine-4-carboxylate instead of tert-butyl 5-(benzyloxy)-2-{[1-(5-bromopyridin-2-yl)piperidin-4-yl]methyl}-6-methylpyrimidine-4-carboxylate, and [(4-bromo-3-fluorobenzyl)oxy](tert-butyl)dimethylsilane instead of tert-butyl[(4-iodobenzyl)oxy]dimethylsilane, the title compound (yield 16%) was afforded as a pale yellow oil. The reactants are C[Al](C)C, COC(=O)c1cnc(N2CC(C)N(C)C(C)C2)nc1, Cc1ccccc1, CO, COc1cc(CCc2cc(N)[nH]n2)cc(OC)c1, Cl. Product: COc1cc(CCc2cc(NC(=O)c3cnc(N4CC(C)N(C)C(C)C4)nc3)[nH]n2)cc(OC)c1. As a reaction SMILES: [CH3:1][Al:2]([CH3:3])[CH3:4].[CH3:23][CH:24]1[CH2:25][N:26]([c:32]2[n:33][cH:34][c:35]([C:38](=[O:39])[O:40][CH3:41])[cH:36][n:37]2)[CH2:27][CH:28]([CH3:31])[N:29]1[CH3:30].[CH3:43][c:44]1[cH:45][cH:46][cH:47][cH:48][cH:49]1.[CH3:50][OH:51].[CH3:5][O:6][c:7]1[cH:8][c:9]([CH2:15][CH2:16][c:17]2[cH:18][c:19]([NH2:22])[nH:20][n:21]2)[cH:10][c:11]([O:13][CH3:14])[cH:12]1.[ClH:42]>>[CH3:5][O:6][c:7]1[cH:8][c:9]([CH2:15][CH2:16][c:17]2[cH:18][c:19]([NH:22][C:38]([c:35]3[cH:34][n:33][c:32]([N:26]4[CH2:25][CH:24]([CH3:23])[N:29]([CH3:30])[CH:28]([CH3:31])[CH2:27]4)[n:37][cH:36]3)=[O:39])[nH:20][n:21]2)[cH:10][c:11]([O:13][CH3:14])[cH:12]1. Starting materials: C(C)OC(C1=CC(=C(C=C1)NC1CCCCC1)[N+](=O)[O-])=O (4-Cyclohexylamino-3-nitro-benzoic acid ethyl ester). The reagents and catalysts are [Pd] (Pd/C). Run in C(C)(=O)OCC (ethyl acetate), CO (methanol). Conditions: time 6 hour. Product: C(C)OC(C1=CC(=C(C=C1)NC1CCCCC1)N)=O (3-Amino-4-cyclohexylamino-benzoic acid ethyl ester). As a reaction SMILES: [CH2:1]([O:3][C:4](=[O:21])[C:5]1[CH:10]=[CH:9][C:8]([NH:11][CH:12]2[CH2:17][CH2:16][CH2:15][CH2:14][CH2:13]2)=[C:7]([N+:18]([O-])=O)[CH:6]=1)[CH3:2]>C(OCC)(=O)C.CO.[Pd]>[CH2:1]([O:3][C:4](=[O:21])[C:5]1[CH:10]=[CH:9][C:8]([NH:11][CH:12]2[CH2:13][CH2:14][CH2:15][CH2:16][CH2:17]2)=[C:7]([NH2:18])[CH:6]=1)[CH3:2]. Procedure details: To a solution of 5.84 g (20 mmol) of Compound 10 in 50 mL ethyl acetate and 30 mL methanol, 100 mg of 10% Pd/C was added, and the mixture was hydrogenated at 30 psi for 6 h. The catalyst was removed by filtration through a pad of Celite, the solvent was evaporated to dryness resulting in a dark purple solid which was recrystallized from ether-hexane. The mother liquid was evaporated, and the resulting solid was suspended in hexane and filtered to give additional yield of Compound 11 RXN SMILES: [CH3:46][CH2:47][O:48][C:49](=[O:50])[CH3:51].[Cl:24][CH2:25][CH2:26][CH2:27][N:28]1[CH:29]([CH3:34])[CH2:30][CH2:31][CH:32]1[CH3:33].[K+:40].[K+:41].[N:1]1([CH2:2][CH2:3][CH2:4][O:9][c:10]2[cH:11][cH:12][c:13]([C:16]3([C:22]#[N:23])[CH2:17][CH2:18][O:19][CH2:20][CH2:21]3)[cH:14][cH:15]2)[CH2:5][CH2:6][CH2:7][CH2:8]1.[O-:42][C:43]([O-:44])=[O:45].[O:35]=[CH:36][N:37]([CH3:38])[CH3:39]>>[O:9]([c:10]1[cH:11][cH:12][c:13]([C:16]2([C:22]#[N:23])[CH2:17][CH2:18][O:19][CH2:20][CH2:21]2)[cH:14][cH:15]1)[CH2:25][CH2:26][CH2:27][N:28]1[CH:29]([CH3:34])[CH2:30][CH2:31][CH:32]1[CH3:33]. The product is CC1CCC(C)N1CCCOc1ccc(C2(C#N)CCOCC2)cc1. Starting materials: CCOC(C)=O, CC1CCC(C)N1CCCCl, [K+], [K+], N#CC1(c2ccc(OCCCN3CCCC3)cc2)CCOCC1, O=C([O-])[O-], CN(C)C=O. The reactants are C(C1=CC=CC=C1)(=O)OC(C)C (isopropyl benzoate), P12(=S)SP3(=S)SP(=S)(S1)SP(=S)(S2)S3 (P4S10), C=1(C(=CC=CC1)C)C (xylene), C(=O)([O-])[O-].[K+].[K+] (K2CO3), ice. Run in C1=CC=CC=C1 (benzene), O (Water), CC(=O)C (Acetone). Product: S=C1C(C(=O)OC(C)C)C=CC=C1 (isopropyl thionobenzoate). The yield is 227.6%. RXN SMILES: [C:1]([O:9][CH:10]([CH3:12])[CH3:11])(=[O:8])[C:2]1[CH:7]=[CH:6][CH:5]=[CH:4][CH:3]=1.P12(SP3(SP(SP(S3)(S1)=S)(=S)S2)=S)=[S:14].C1(C)C(C)=CC=CC=1.C([O-])([O-])=O.[K+].[K+]>C1C=CC=CC=1.O.CC(C)=O>[S:14]=[C:3]1[CH:4]=[CH:5][CH:6]=[CH:7][CH:2]1[C:1]([O:9][CH:10]([CH3:12])[CH3:11])=[O:8] |f:3.4.5|. Procedure details: CAUTION—The reaction and workup should be conducted in a good fume hood. A mixture of isopropyl benzoate (8.13 ml, 50 mmol), P4S10 (7.40 grams, 16.7 mmol), HMDO (17.7 mL, 83.3 mmol), and xylene (50 mL, dried over 3A molecular sieves) was mechanically stirred and refluxed under argon for 8 hours. The reaction mixture was cooled in an ice-bath and treated with aqueous K2CO3 solution (21 mL of 5.3 M, 111 mmol). Acetone (25 mL) was added and the mixture was stirred vigorously for 30 minutes in the i... Reactants: C(C=CC1=CC=CC=C1)ON=C(C(=O)O)C (2-(cinnamyloxyimino)-propionic acid), N (ammonia), ice, S(=O)(Cl)Cl (thionyl chloride), acid chloride, C(C=CC1=CC=CC=C1)ON=C(C(=O)N)C (2-(cinnamyloxyimino)-propionamide). Solvent: C(Cl)(Cl)Cl (chloroform), C(Cl)(Cl)Cl (chloroform), O (water). Conditions: time 8 hour. Yields the product C(C=CC1=CC=CC=C1)ON=C(C(=O)Cl)C (2-(Cinnamyloxyimino)-propionyl chloride). RXN SMILES: [CH2:1]([O:10][N:11]=[C:12]([CH3:16])[C:13](O)=[O:14])[CH:2]=[CH:3][C:4]1[CH:9]=[CH:8][CH:7]=[CH:6][CH:5]=1.S(Cl)([Cl:19])=O.N.C(ON=C(C)C(N)=O)C=CC1C=CC=CC=1>O.C(Cl)(Cl)Cl>[CH2:1]([O:10][N:11]=[C:12]([CH3:16])[C:13]([Cl:19])=[O:14])[CH:2]=[CH:3][C:4]1[CH:9]=[CH:8][CH:7]=[CH:6][CH:5]=1. Procedure details: 2-(Cinnamyloxyimino)-propionyl chloride is prepared from 4.38 g. (20 mmol) 2-(cinnamyloxyimino)-propionic acid and 3.57 g. (30 mmol) thionyl chloride in the manner described in Example 6. The crude acid chloride is dissolved in 20 ml. chloroform and added, while stirring, to an ice-cooled solution of ammonia in 40 ml. chloroform. The reaction mixture is left to stand overnight at ambient temperature and then shaken up with 100 ml. water. Subsequently, the organic phase is first washed with 0.5 N... Starting materials: C(C1=CC=CC=C1)C=1C=NC2=C(C=CC=C2C1C=1C=C(C=CC1)N)C(F)(F)F (3-(3-benzyl-8-trifluoromethyl-quinolin-4-yl)-phenylamine), C(C1=CC=CC=C1)OC=1C=C(C=O)C=C(C1)OCC1=CC=CC=C1 (3,5-bis-benzyloxy benzaldehyde). Product: C(C1=CC=CC=C1)C=1C=NC2=C(C=CC=C2C1C=1C=C(C=CC1)NCC1=CC(=CC(=C1)OCC1=CC=CC=C1)OCC1=CC=CC=C1)C(F)(F)F ({3-[3-BENZYL-8-(TRIFLUOROMETHYL)QUINOLIN-4-YL]PHENYL}[3,5-BIS(BENZYLOXY)BENZYL]AMINE). Reaction SMILES: [CH2:1]([C:8]1[CH:9]=[N:10][C:11]2[C:16]([C:17]=1[C:18]1[CH:19]=[C:20]([NH2:24])[CH:21]=[CH:22][CH:23]=1)=[CH:15][CH:14]=[CH:13][C:12]=2[C:25]([F:28])([F:27])[F:26])[C:2]1[CH:7]=[CH:6][CH:5]=[CH:4][CH:3]=1.[CH2:29]([O:36][C:37]1[CH:38]=[C:39]([CH:42]=[C:43]([O:45][CH2:46][C:47]2[CH:52]=[CH:51][CH:50]=[CH:49][CH:48]=2)[CH:44]=1)[CH:40]=O)[C:30]1[CH:35]=[CH:34][CH:33]=[CH:32][CH:31]=1>>[CH2:1]([C:8]1[CH:9]=[N:10][C:11]2[C:16]([C:17]=1[C:18]1[CH:19]=[C:20]([NH:24][CH2:40][C:39]3[CH:42]=[C:43]([O:45][CH2:46][C:47]4[CH:52]=[CH:51][CH:50]=[CH:49][CH:48]=4)[CH:44]=[C:37]([O:36][CH2:29][C:30]4[CH:35]=[CH:34][CH:33]=[CH:32][CH:31]=4)[CH:38]=3)[CH:21]=[CH:22][CH:23]=1)=[CH:15][CH:14]=[CH:13][C:12]=2[C:25]([F:28])([F:26])[F:27])[C:2]1[CH:3]=[CH:4][CH:5]=[CH:6][CH:7]=1. Reported procedure: This compound was prepared according to the procedure of example 66, substituting 3-(3-benzyl-8-trifluoromethyl-quinolin-4-yl)-phenylamine and 3,5-bis-benzyloxy benzaldehyde. MS (ESI) m/z 681. The reactants are ClC1=CC(=NC=C1)C1=CSC=C1 (4-chloro-2-thiophen-3-yl-pyridine), C(C)(C)(C)P(C1=C(C=CC=C1)C1=CC=CC=C1)C(C)(C)C (2-(di-t-butyl-phosphino)biphenyl), C(C)(C)(C)OC(N(C1CNCC1)C)=O (methyl-pyrrolidin-3-yl-carbamic acid tert-butyl ester), CC(C)(C)[O-].[Na+] (NaOtBu). The reagents and catalysts are CC(=O)[O-].CC(=O)[O-].[Pd+2] (Pd(OAc)2). Solvent: C1(=CC=CC=C1)C (toluene), O (water). Run at temperature 90 celsius, time 16 hour. The product is C(C)(C)(C)OC(N(C1CN(CC1)C1=CC(=NC=C1)C1=CSC=C1)C)=O (methyl-[1-(2-thiophen-3-yl-pyridin-4-yl)-pyrrolidin-3-yl]-carbamic acid tert-butyl ester). Yield: 41.7%. As a reaction SMILES: Cl[C:2]1[CH:7]=[CH:6][N:5]=[C:4]([C:8]2[CH:12]=[CH:11][S:10][CH:9]=2)[CH:3]=1.C(P(C(C)(C)C)C1C=CC=CC=1C1C=CC=CC=1)(C)(C)C.[C:34]([O:38][C:39](=[O:47])[N:40]([CH3:46])[CH:41]1[CH2:45][CH2:44][NH:43][CH2:42]1)([CH3:37])([CH3:36])[CH3:35].CC([O-])(C)C.[Na+]>C1(C)C=CC=CC=1.CC([O-])=O.CC([O-])=O.[Pd+2].O>[C:34]([O:38][C:39](=[O:47])[N:40]([CH3:46])[CH:41]1[CH2:45][CH2:44][N:43]([C:2]2[CH:7]=[CH:6][N:5]=[C:4]([C:8]3[CH:12]=[CH:11][S:10][CH:9]=3)[CH:3]=2)[CH2:42]1)([CH3:37])([CH3:36])[CH3:35] |f:3.4,6.7.8|. Procedure: To a solution of 4-chloro-2-thiophen-3-yl-pyridine (50 mg, 0.4 mmol) in toluene (1 mL) was added Pd(OAc)2 (2.3 mg, 0.01 mmol), 2-(di-t-butyl-phosphino)biphenyl (6.0 mg, 0.02 mmol), methyl-pyrrolidin-3-yl-carbamic acid tert-butyl ester (60 mg, 0.45 mmol), and NaOtBu (75 mg, 0.8 mmol). The resulting mixture was stirred at 90° C. for 16 h, then was cooled, poured into water, and extracted with EtOAc. The organic layer was dried and concentrated, and the resulting residue was purified by preparative...